The task is: describe an organic reaction: reactants, conditions, products, and yield. This data is from the Open Reaction Database (ORD), a public repository of structured organic reaction records. Starting materials: O=[N+]([O-])c1cc(Cl)cc(Cl)c1Cl, [Fe]. The product is Nc1cc(Cl)cc(Cl)c1Cl. Reaction SMILES: [Cl:1][c:2]1[c:3]([N+:10]([O-:11])=[O:12])[cH:4][c:5]([Cl:9])[cH:6][c:7]1[Cl:8].[Fe:13]>>[Cl:1][c:2]1[c:3]([NH2:10])[cH:4][c:5]([Cl:9])[cH:6][c:7]1[Cl:8]. Reactants: C1CCOC1, COc1ccc2c(C(=O)c3ccc(OCCN4CCCCC4)cc3)c(OS(=O)(=O)C(F)(F)F)ccc2c1, CN1CCCC1=O, [Cl-], Fc1ccc(C[Zn+])cc1, [Fe+2], c1ccc(P(c2ccccc2)[c-]2cccc2)cc1, c1ccc(P(c2ccccc2)[c-]2cccc2)cc1. The product is COc1ccc2c(C(=O)c3ccc(OCCN4CCCCC4)cc3)c(Cc3ccc(F)cc3)ccc2c1. As a reaction SMILES: [CH2:48]1[O:49][CH2:50][CH2:51][CH2:52]1.[CH3:11][O:12][c:13]1[cH:14][c:15]2[cH:16][cH:17][c:18]([O:40][S:41]([C:42]([F:43])([F:44])[F:45])(=[O:46])=[O:47])[c:19]([C:23]([c:24]3[cH:25][cH:26][c:27]([O:30][CH2:31][CH2:32][N:33]4[CH2:34][CH2:35][CH2:36][CH2:37][CH2:38]4)[cH:28][cH:29]3)=[O:39])[c:20]2[cH:21][cH:22]1.[CH3:53][N:54]1[CH2:55][CH2:56][CH2:57][C:58]1=[O:59].[Cl-:1].[F:2][c:3]1[cH:4][cH:5][c:6]([CH2:7][Zn+:8])[cH:9][cH:10]1.[Fe+2:96].[cH:60]1[cH:61][cH:62][c:63]([P:64]([c:65]2[cH:66][cH:67][cH:68][cH:69][cH:70]2)[c-:71]2[cH:72][cH:73][cH:74][cH:75]2)[cH:76][cH:77]1.[cH:78]1[cH:79][cH:80][c:81]([P:82]([c:83]2[cH:84][cH:85][cH:86][cH:87][cH:88]2)[c-:89]2[cH:90][cH:91][cH:92][cH:93]2)[cH:94][cH:95]1>>[F:2][c:3]1[cH:4][cH:5][c:6]([CH2:7][c:18]2[cH:17][cH:16][c:15]3[cH:14][c:13]([O:12][CH3:11])[cH:22][cH:21][c:20]3[c:19]2[C:23]([c:24]2[cH:25][cH:26][c:27]([O:30][CH2:31][CH2:32][N:33]3[CH2:34][CH2:35][CH2:36][CH2:37][CH2:38]3)[cH:28][cH:29]2)=[O:39])[cH:9][cH:10]1. The reactants are CCOC(=O)CC(C)=O, CC(=O)O, CCO, COc1ccc(F)cc1N. Product: CCOC(=O)C=C(C)Nc1cc(F)ccc1OC. As a reaction SMILES: [CH2:11]([CH3:12])[O:13][C:14]([CH2:15][C:16]([CH3:17])=[O:18])=[O:19].[CH3:20][C:21](=[O:22])[OH:23].[CH3:24][CH2:25][OH:26].[F:1][c:2]1[cH:3][cH:4][c:5]([O:9][CH3:10])[c:6]([NH2:8])[cH:7]1>>[F:1][c:2]1[cH:3][cH:4][c:5]([O:9][CH3:10])[c:6]([NH:8][C:16](=[CH:15][C:14]([O:13][CH2:11][CH3:12])=[O:19])[CH3:17])[cH:7]1. Starting materials: FC1=C(C=CC=C1)CCC(C(=O)OCC)C(=O)OCC (diethyl 2-(2-(2-fluorophenyl)ethyl)malonate), [OH-].[K+] (potassium hydroxide), [OH-].[K+] (potassium hydroxide), Cl (hydrochloric acid). The solvent is C(C)O (ethanol), O (water). The product is FC1=C(C=CC=C1)CCC(C(=O)O)C(=O)O (2-(2-(2-fluorophenyl)ethyl)malonic acid). The yield is 101.3%. RXN SMILES: [F:1][C:2]1[CH:7]=[CH:6][CH:5]=[CH:4][C:3]=1[CH2:8][CH2:9][CH:10]([C:16]([O:18]CC)=[O:17])[C:11]([O:13]CC)=[O:12].[OH-].[K+].Cl>C(O)C.O>[F:1][C:2]1[CH:7]=[CH:6][CH:5]=[CH:4][C:3]=1[CH2:8][CH2:9][CH:10]([C:16]([OH:18])=[O:17])[C:11]([OH:13])=[O:12] |f:1.2|. Reported procedure: A mixture of diethyl 2-(2-(2-fluorophenyl)ethyl)malonate (381.8 g, 1.35 mol) and potassium hydroxide (227.3 g, 4.1 mol) and potassium hydroxide (227.3 g, 4.1 mol) in ethanol (500 mL) and water (500 mL) was refluxed for 24 h. The reaction mixture was placed in an ice bath and hydrochloric acid (6N, 442 mL) was added. The ethanol was removed in vacuo and the aqueous residue was extracted with diethyl ether. The extracts were dried (MgSO4) and concentrated in vacuo to give 309.3 g (100%) of 2-(2-(2... The reactants are CC(=O)O, C#CCOc1ccc([N+](=O)[O-])c(C(=O)c2ccc(C(C)C)cc2)c1, [Fe], [Na+], [OH-]. Product: C#CCOc1ccc(N)c(C(=O)c2ccc(C(C)C)cc2)c1. RXN SMILES: [CH3:27][C:28](=[O:29])[OH:30].[CH:1]([CH3:2])([CH3:3])[c:4]1[cH:5][cH:6][c:7]([C:10](=[O:11])[c:12]2[c:13]([N+:22]([O-:23])=[O:24])[cH:14][cH:15][c:16]([O:18][CH2:19][C:20]#[CH:21])[cH:17]2)[cH:8][cH:9]1.[Fe:31].[Na+:26].[OH-:25]>>[CH:1]([CH3:2])([CH3:3])[c:4]1[cH:5][cH:6][c:7]([C:10](=[O:11])[c:12]2[c:13]([NH2:22])[cH:14][cH:15][c:16]([O:18][CH2:19][C:20]#[CH:21])[cH:17]2)[cH:8][cH:9]1. The reactants are COc1cc(NC(=O)C2CC2)ccc1-c1nnc(-c2c(-c3ccccc3)noc2C)o1, C[Si](C)(C)[N-][Si](C)(C)C, CI, [K+], CN(C)C=O. Yields the product COc1cc(N(C)C(=O)C2CC2)ccc1-c1nnc(-c2c(-c3ccccc3)noc2C)o1. As a reaction SMILES: [CH3:1][O:2][c:3]1[cH:4][c:5]([NH:26][C:27](=[O:28])[CH:29]2[CH2:30][CH2:31]2)[cH:6][cH:7][c:8]1-[c:9]1[o:10][c:11](-[c:14]2[c:15](-[c:20]3[cH:21][cH:22][cH:23][cH:24][cH:25]3)[n:16][o:17][c:18]2[CH3:19])[n:12][n:13]1.[CH3:32][Si:33]([N-:34][Si:35]([CH3:36])([CH3:37])[CH3:38])([CH3:39])[CH3:40].[I:42][CH3:43].[K+:41].[O:44]=[CH:45][N:46]([CH3:47])[CH3:48]>>[CH3:1][O:2][c:3]1[cH:4][c:5]([N:26]([C:27](=[O:28])[CH:29]2[CH2:30][CH2:31]2)[CH3:32])[cH:6][cH:7][c:8]1-[c:9]1[o:10][c:11](-[c:14]2[c:15](-[c:20]3[cH:21][cH:22][cH:23][cH:24][cH:25]3)[n:16][o:17][c:18]2[CH3:19])[n:12][n:13]1. The reactants are CS(=O)(=O)Cl (Methanesulfonyl chloride), OCCC=1SC2=C(N(C(C1)=O)CC1=CC=C(C=C1)NC(C1=C(C=CC=C1)C1=CC=CC=C1)=O)C=CC=C2 (2-(2-Hydroxyethyl)-5-(4-(2-phenylbenzoylamino)benzyl)-1,5-benzothiazepine-4-one), Example 22. Solvent: C(C)N(CC)CC (triethylamine). The product is CS(=O)(=O)CCC=1SC2=C(N(C(C1)=O)CC1=CC=C(C=C1)NC(C1=C(C=CC=C1)C1=CC=CC=C1)=O)C=CC=C2 (2-(2-Methanesulfonylethyl)-5-[(4-(2-phenylbenzoylamino)-benzyl)]-1,5-benzothiazepin-4-one). As a reaction SMILES: [CH3:1][S:2](Cl)(=[O:4])=[O:3].O[CH2:7][CH2:8][C:9]1[S:10][C:11]2[CH:42]=[CH:41][CH:40]=[CH:39][C:12]=2[N:13]([CH2:17][C:18]2[CH:23]=[CH:22][C:21]([NH:24][C:25](=[O:38])[C:26]3[CH:31]=[CH:30][CH:29]=[CH:28][C:27]=3[C:32]3[CH:37]=[CH:36][CH:35]=[CH:34][CH:33]=3)=[CH:20][CH:19]=2)[C:14](=[O:16])[CH:15]=1>C(N(CC)CC)C>[CH3:1][S:2]([CH2:7][CH2:8][C:9]1[S:10][C:11]2[CH:42]=[CH:41][CH:40]=[CH:39][C:12]=2[N:13]([CH2:17][C:18]2[CH:19]=[CH:20][C:21]([NH:24][C:25](=[O:38])[C:26]3[CH:31]=[CH:30][CH:29]=[CH:28][C:27]=3[C:32]3[CH:33]=[CH:34][CH:35]=[CH:36][CH:37]=3)=[CH:22][CH:23]=2)[C:14](=[O:16])[CH:15]=1)(=[O:4])=[O:3]. Procedure: Methanesulfonyl chloride (0.04 ml, 0.55 mM) was added to Compound 23 as prepared in Example 22 (0.280 g, 0.55 mM) and triethylamine (0.15 ml, 1.1 mM) following the procedure described in Example 29 to give the solid product. m/z (MH+) 587. The reactants are C[Si](C)(C)[N-][Si](C)(C)C.[Li+] (lithium bis(trimethylsilyl)amide), C1(=CC=CC=C1)C(C(=O)O)C (2-phenyl propionic acid), BrCCC(C)C (1-bromo-3-methylbutane). Solvent: O1CCCC1 (tetrahydrofuran). Run at temperature 42.5 celsius. The product is CC(C(=O)O)(CCC(C)C)C1=CC=CC=C1 (2,5-dimethyl-2-phenylhexanoic Acid). RXN SMILES: C[Si]([N-][Si](C)(C)C)(C)C.[Li+].[C:11]1([CH:17]([CH3:21])[C:18]([OH:20])=[O:19])[CH:16]=[CH:15][CH:14]=[CH:13][CH:12]=1.Br[CH2:23][CH2:24][CH:25]([CH3:27])[CH3:26]>O1CCCC1>[CH3:21][C:17]([C:11]1[CH:16]=[CH:15][CH:14]=[CH:13][CH:12]=1)([CH2:23][CH2:24][CH:25]([CH3:27])[CH3:26])[C:18]([OH:20])=[O:19] |f:0.1|. Procedure: To a solution of lithium bis(trimethylsilyl)amide (278.57 g, 1.66 mol) in tetrahydrofuran (700 mL) was added 2-phenyl propionic acid (100.0 g, 0.666 mol) over 40 minutes maintaining the temperature below 15° C. The solution was warmed 40-45° C. for 20 minutes, then cooled below 25° C. and 1-bromo-3-methylbutane (156.0 g, 1.03 mol) was added. The reaction mixture was heated to 50° C. for 10 h, then was cooled to RT, and concentrated to a thick sludge. Methyl tert-butyl ether (900 mL) and water (1...